This data is from the Open Reaction Database (ORD), a public repository of structured organic reaction records. The task is: describe an organic reaction: reactants, conditions, products, and yield The reactants are C1CCOC1, CC1(CS(=O)(=O)Cl)NC(=O)NC1=O, c1nc(C2CC2)ncc1-c1cc2c(cn1)CNCC2, ClCCl, Cl. Product: CC1(CS(=O)(=O)N2CCc3cc(-c4cnc(C5CC5)nc4)ncc3C2)NC(=O)NC1=O. RXN SMILES: [CH2:37]1[O:38][CH2:39][CH2:40][CH2:41]1.[CH3:21][C:22]1([CH2:29][S:30](=[O:31])(=[O:32])[Cl:33])[NH:23][C:24](=[O:28])[NH:25][C:26]1=[O:27].[CH:2]1([c:5]2[n:6][cH:7][c:8](-[c:11]3[cH:12][c:13]4[c:18]([cH:19][n:20]3)[CH2:17][NH:16][CH2:15][CH2:14]4)[cH:9][n:10]2)[CH2:3][CH2:4]1.[Cl:34][CH2:35][Cl:36].[ClH:1]>>[CH:2]1([c:5]2[n:6][cH:7][c:8](-[c:11]3[cH:12][c:13]4[c:18]([cH:19][n:20]3)[CH2:17][N:16]([S:30]([CH2:29][C:22]3([CH3:21])[NH:23][C:24](=[O:28])[NH:25][C:26]3=[O:27])(=[O:31])=[O:32])[CH2:15][CH2:14]4)[cH:9][n:10]2)[CH2:3][CH2:4]1. Starting materials: COC1OC(CC1)OC (2,5-dimethoxytetrahydrofuran), C(C)OP(OCC)(=O)C=1C(NC2=CC(=C(C=C2C1)N)Cl)=O ((6-Amino-7-chloro-2-oxo-1,2-dihydro-3-quinolyl)phosphonic acid diethyl ester), COC1OC(CC1)OC (2,5-dimethoxytetrahydrofuran), C(C)(=O)O (acetic acid), ClCCCl (1,2-dichloroethane). Run in O (water), C(Cl)Cl.CO (CH2Cl2 MeOH). Reaction conditions: temperature 75 celsius, time 60 minute. Product: C(C)OP(OCC)(=O)C=1C(NC2=CC(=C(C=C2C1)N1C=CC=C1)Cl)=O ([7-Chloro-2-oxo-6-(1H-pyrrol-1-yl)-1,2-dihydro-3-quinolyl]phosphonic acid diethyl ester). RXN SMILES: [CH2:1]([O:3][P:4]([C:9]1[C:10](=[O:21])[NH:11][C:12]2[C:17]([CH:18]=1)=[CH:16][C:15]([NH2:19])=[C:14]([Cl:20])[CH:13]=2)(=[O:8])[O:5][CH2:6][CH3:7])[CH3:2].CO[CH:24]1[CH2:28][CH2:27][CH:26](OC)O1.C(O)(=O)C.ClCCCl>O.C(Cl)Cl.CO>[CH2:1]([O:3][P:4]([C:9]1[C:10](=[O:21])[NH:11][C:12]2[C:17]([CH:18]=1)=[CH:16][C:15]([N:19]1[CH:24]=[CH:28][CH:27]=[CH:26]1)=[C:14]([Cl:20])[CH:13]=2)(=[O:8])[O:5][CH2:6][CH3:7])[CH3:2] |f:5.6|. Reported procedure: A biphasic suspension of 2.43 g (7.35 mmol) of the compound obtained in Step D of Example 1 and 1.33 ml (10.29 mmol) of 2,5-dimethoxytetrahydrofuran in a mixture of 24 ml of distilled water, 12 ml of acetic acid and 36 ml of 1,2-dichloroethane is stirred vigorously at 75° C. for 60 minutes. In TLC (CH2Cl2/MeOH 9:1), a small amount of starting material is still observed. 0.2 eq. of 2,5-dimethoxytetrahydrofuran (2.06 mmol, 0.26 ml) is added, and heating is maintained for 30 minutes. The mixture is... Reactants: CS(=O)(=O)C1=NN=C2CC3=C(C=CN21)C=CC=C3 (3-methylsulfonyl-11H-s-triazolo[3,4-b][3] benzazepine), [O-]CC.[Na+].C(C)O (sodium ethoxide ethanol), C[O-].[Na+].CO (sodium methoxide methanol). Product: C(C)OC1=NN=C2CC3=C(C=CN21)C=CC=C3 (3-ethoxy-11H-s-triazolo[3,4-b][3]benzazepine). Reaction SMILES: CS([C:5]1[N:14]2[C:8]([CH2:9][C:10]3[CH:18]=[CH:17][CH:16]=[CH:15][C:11]=3[CH:12]=[CH:13]2)=[N:7][N:6]=1)(=O)=O.[O-:19][CH2:20][CH3:21].[Na+].C(O)C.C[O-].[Na+].CO>>[CH2:20]([O:19][C:5]1[N:14]2[C:8]([CH2:9][C:10]3[CH:18]=[CH:17][CH:16]=[CH:15][C:11]=3[CH:12]=[CH:13]2)=[N:7][N:6]=1)[CH3:21] |f:1.2.3,4.5.6|. Reported procedure: By a procedure similar to that described in Example 34, 3-methylsulfonyl-11H-s-triazolo[3,4-b][3] benzazepine was reacted with sodium ethoxide/ethanol, in lieu of sodium methoxide/methanol, to obtain 3-ethoxy-11H-s-triazolo[3,4-b][3]benzazepine as crystals. Recrystallization from acetone yielded colorless needles, melting point: 143°-144° C. The reactants are CSc1cc(C(F)(F)F)cc(C(F)(F)F)c1C(=O)O, NC1CCCC1N1CCCC1. The product is CSc1cc(C(F)(F)F)cc(C(F)(F)F)c1C(=O)NC1CCCC1N1CCCC1. RXN SMILES: [CH3:12][S:13][c:14]1[c:15]([C:16](=[O:17])[OH:18])[c:19]([C:27]([F:28])([F:29])[F:30])[cH:20][c:21]([C:23]([F:24])([F:25])[F:26])[cH:22]1.[N:1]1([CH:6]2[CH:7]([NH2:11])[CH2:8][CH2:9][CH2:10]2)[CH2:2][CH2:3][CH2:4][CH2:5]1>>[N:1]1([CH:6]2[CH:7]([NH:11][C:16]([c:15]3[c:14]([S:13][CH3:12])[cH:22][c:21]([C:23]([F:24])([F:25])[F:26])[cH:20][c:19]3[C:27]([F:28])([F:29])[F:30])=[O:17])[CH2:8][CH2:9][CH2:10]2)[CH2:2][CH2:3][CH2:4][CH2:5]1. The reactants are COCCBr, O=C([O-])[O-], CCC(C)=O, N#Cc1ccc(-c2ccc(O)cc2)cc1F, [I-], [K+], [K+], [K+]. Yields the product COCCOc1ccc(-c2ccc(C#N)c(F)c2)cc1. RXN SMILES: [Br:17][CH2:18][CH2:19][O:20][CH3:21].[C:24](=[O:25])([O-:26])[O-:27].[CH3:30][C:31](=[O:32])[CH2:33][CH3:34].[F:1][c:2]1[cH:3][c:4](-[c:10]2[cH:11][cH:12][c:13]([OH:16])[cH:14][cH:15]2)[cH:5][cH:6][c:7]1[C:8]#[N:9].[I-:23].[K+:22].[K+:28].[K+:29]>>[F:1][c:2]1[cH:3][c:4](-[c:10]2[cH:11][cH:12][c:13]([O:16][CH2:18][CH2:19][O:20][CH3:21])[cH:14][cH:15]2)[cH:5][cH:6][c:7]1[C:8]#[N:9]. The reactants are COC(=O)NN (N-methoxycarbonyl hydrazine), COC1=CC=C(C=C1)C=C1C(CCCC1)=O (2-(p-methoxyphenylmethylene)-cyclohexan-1-one). Solvent: C1=CC=CC=C1 (benzene), CO (methanol). Run at time 1 hour. Product: COC(=O)NN=C1C(CCCC1)=CC1=CC=C(C=C1)OC (N-(methoxycarbonyl)-N'-[2-(p-methoxyphenylmethylene)-cyclohexylidene]-hydrazine). Isolated yield 95.1%. Reaction SMILES: [CH3:1][O:2][C:3]([NH:5][NH2:6])=[O:4].[CH3:7][O:8][C:9]1[CH:14]=[CH:13][C:12]([CH:15]=[C:16]2[CH2:21][CH2:20][CH2:19][CH2:18][C:17]2=O)=[CH:11][CH:10]=1>C1C=CC=CC=1.CO>[CH3:1][O:2][C:3]([NH:5][N:6]=[C:17]1[CH2:18][CH2:19][CH2:20][CH2:21][C:16]1=[CH:15][C:12]1[CH:11]=[CH:10][C:9]([O:8][CH3:7])=[CH:14][CH:13]=1)=[O:4]. Procedure details: To a solution of 22.68 g (0.252 moles) of N-methoxycarbonyl hydrazine in 100 ml of benzene a solution of 50.0 g (0.23 moles) of 2-(p-methoxyphenylmethylene)-cyclohexan-1-one in 300 ml of anhydrous methanol is added, under stirring. The reaction mixture is boiled for one hour, clarified with activated carbon, filtered and the filtrate is cooled. 63.05 g of the desired compound are obtained. Yield: 94.65%.